From a dataset of the Open Reaction Database (ORD), a public repository of structured organic reaction records. describe an organic reaction: reactants, conditions, products, and yield Reactants: COC=1C=C2CCCC(C2=CC1)=O (6-methoxy-1-tetralone), C[Si](C)(C)C#N (trimethylsilyl cyanide), [Al+3].[Cl-].[Cl-].[Cl-] (AlCl3). The reagents and catalysts are [Zn+2].[I-].[I-] (ZnI2). The solvent is C1=CC=CC=C1 (benzene). Conditions: time 1 hour. Product: C(#N)C1=CCCC2=CC(=CC=C12)OC (1-Cyano-6-methoxy-3,4-dihydronaphthalene). Yield: 94.0%. As a reaction SMILES: [CH3:1][O:2][C:3]1[CH:4]=[C:5]2[C:10](=[CH:11][CH:12]=1)[C:9](=O)[CH2:8][CH2:7][CH2:6]2.C[Si]([C:18]#[N:19])(C)C.[Al+3].[Cl-].[Cl-].[Cl-]>[Zn+2].[I-].[I-].C1C=CC=CC=1>[C:18]([C:9]1[C:10]2[C:5](=[CH:4][C:3]([O:2][CH3:1])=[CH:12][CH:11]=2)[CH2:6][CH2:7][CH:8]=1)#[N:19] |f:2.3.4.5,6.7.8|. Procedure: To a refluxing benzene solution (60ml) of 6-methoxy-1-tetralone was added trimethylsilyl cyanide (TMSCN) (67.5g) and a trace of AlCl3 or ZnI2. Refluxing was continued for 1 hr., then the solvent removed under vacuum. Isopropyl alcohol saturated with HCl(g) was added and the solution refluxed for 1 hr. Precipitation began to occur and the reaction was cooled, then evaporated to dryness. Water was added, followed by an ethyl acetate (EtOAc) extraction. The organic layer was washed in sequence with... Reactants: C(=O)([O-])C(O)C(O)C(=O)[O-].[K+].[Na+] (sodium potassium tartrate), COC(C1=CC=C(C=C1)C=1OC(=CN1)C1=CC=CC=C1)=O (methyl-4-(5-phenyloxazol-2-yl)-benzoate), CC(C)C[AlH]CC(C)C (DIBAL-H), solution. Run in C(Cl)Cl (CH2Cl2), C(Cl)Cl (CH2Cl2). Conditions: temperature -78 celsius, time 90 minute. The product is alcohol, OCC1=CC=C(C=C1)C=1OC(=CN1)C1=CC=CC=C1 (2-(4-hydroxymethylphenyl)-5-phenyloxazole). As a reaction SMILES: C[O:2][C:3](=O)[C:4]1[CH:9]=[CH:8][C:7]([C:10]2[O:11][C:12]([C:15]3[CH:20]=[CH:19][CH:18]=[CH:17][CH:16]=3)=[CH:13][N:14]=2)=[CH:6][CH:5]=1.CC(C[AlH]CC(C)C)C.C(C(C(C([O-])=O)O)O)([O-])=O.[K+].[Na+]>C(Cl)Cl>[OH:2][CH2:3][C:4]1[CH:5]=[CH:6][C:7]([C:10]2[O:11][C:12]([C:15]3[CH:16]=[CH:17][CH:18]=[CH:19][CH:20]=3)=[CH:13][N:14]=2)=[CH:8][CH:9]=1 |f:2.3.4|. Procedure details: To a solution of methyl-4-(5-phenyloxazol-2-yl)-benzoate (56 mg, 0.19 mmol) in CH2Cl2 (8 mL) at −78° C. was added DIBAL-H (1 mL of a 1.0 M solution in CH2Cl2, 1.0 mmol) and the solution stirred at −78° C. for 90 min. A saturated aqueous solution of sodium potassium tartrate (5 mL) was added to the reaction and the mixture allowed to warm to room temperature. The bi-phasic mixture was stirred rapidly for 60 min, the layers separated and the aqueous layer was extracted with CH2Cl2 (2×10 mL). The c... Starting materials: CCOC(=O)CCCOc1cc(C)cc(C)c1C, O=S(=O)(O)Cl, ClCCl. Product: CCOC(=O)CCCOc1cc(C)c(S(=O)(=O)Cl)c(C)c1C. As a reaction SMILES: [CH3:6][c:7]1[c:8]([O:9][CH2:10][CH2:11][CH2:12][C:13](=[O:14])[O:15][CH2:16][CH3:17])[cH:18][c:19]([CH3:23])[cH:20][c:21]1[CH3:22].[Cl:1][S:2](=[O:3])(=[O:4])[OH:5].[Cl:24][CH2:25][Cl:26]>>[Cl:1][S:2](=[O:3])(=[O:5])[c:20]1[c:19]([CH3:23])[cH:18][c:8]([O:9][CH2:10][CH2:11][CH2:12][C:13](=[O:14])[O:15][CH2:16][CH3:17])[c:7]([CH3:6])[c:21]1[CH3:22]. RXN SMILES: [C:5](=[O:6])([OH:7])[c:8]1[cH:9][cH:10][c:11]2[c:12]([cH:25]1)[CH2:13][N:14]([CH3:24])[C:15](=[O:23])[CH:16]([CH2:18][C:19](=[O:20])[O:21][CH3:22])[NH:17]2.[CH2:1]([Cl:2])[CH2:3][Cl:4].[CH:45]([N:46]([CH:47]([CH3:48])[CH3:49])[CH2:50][CH3:51])([CH3:52])[CH3:53].[NH2:26][CH2:27][c:28]1[cH:29][n:30][cH:31][cH:32][cH:33]1.[O:54]=[CH:55][N:56]([CH3:57])[CH3:58].[OH2:44].[OH:34][n:35]1[c:36]2[c:37]([cH:38][cH:39][cH:40][cH:41]2)[n:42][n:43]1>>[C:5](=[O:7])([c:8]1[cH:9][cH:10][c:11]2[c:12]([cH:25]1)[CH2:13][N:14]([CH3:24])[C:15](=[O:23])[CH:16]([CH2:18][C:19](=[O:20])[O:21][CH3:22])[NH:17]2)[NH:26][CH2:27][c:28]1[cH:29][n:30][cH:31][cH:32][cH:33]1. The reactants are COC(=O)CC1Nc2ccc(C(=O)O)cc2CN(C)C1=O, ClCCCl, CCN(C(C)C)C(C)C, NCc1cccnc1, CN(C)C=O, O, On1nnc2ccccc21. Product: COC(=O)CC1Nc2ccc(C(=O)NCc3cccnc3)cc2CN(C)C1=O. Solvent: C(=O)(C(F)(F)F)O (TFA). Isolated yield 81.3%. As a reaction SMILES: [CH3:1][O:2][C:3]1[CH:12]=[CH:11][C:10]2[NH:9][C:8](=[O:13])[C:7]3[S:14][CH:15]=[CH:16][C:6]=3[C:5]=2[C:4]=1[C:17]1[CH:22]=[CH:21][C:20]([C@@H:23]([CH3:33])[CH2:24][NH:25]C(=O)OC(C)(C)C)=[CH:19][CH:18]=1>C(O)(C(F)(F)F)=O>[NH2:25][CH2:24][C@@H:23]([C:20]1[CH:19]=[CH:18][C:17]([C:4]2[C:5]3[C:6]4[CH:16]=[CH:15][S:14][C:7]=4[C:8](=[O:13])[NH:9][C:10]=3[CH:11]=[CH:12][C:3]=2[O:2][CH3:1])=[CH:22][CH:21]=1)[CH3:33]. Reactants: COC1=C(C=2C3=C(C(NC2C=C1)=O)SC=C3)C3=CC=C(C=C3)[C@H](CNC(OC(C)(C)C)=O)C ((R)-tert-butyl 2-(4-(8-methoxy-4-oxo-4,5-dihydrothieno[2,3-c]quinolin-9-yl)phenyl)propylcarbamate). Yields the product NC[C@H](C)C1=CC=C(C=C1)C=1C=2C3=C(C(NC2C=CC1OC)=O)SC=C3 ((R)-9-(4-(1-Aminopropan-2-yl)phenyl)-8-methoxythieno[2,3-c]quinolin-4(5H)-one). Reported procedure: Following General Procedure C (R)-tert-butyl 2-(4-(8-methoxy-4-oxo-4,5-dihydrothieno[2,3-c]quinolin-9-yl)phenyl)propylcarbamate (2.5 g, 5.4 mmol) was reacted with TFA (10 mL) to afford the desired product (1.6 g, 81%) as an off-white solid: ESI MS m/z 365 [C21H20N2O2S+H]+ The reactants are IC1=CC=C(C(C(=O)O)=C1)O (5-iodosalicylic acid), Cl (hydrochloric acid), B.CSC (borane methyl sulfide). Solvent: hexanes, O1CCCC1 (tetrahydrofuran). Conditions: time 2 hour. Product: OC1=C(CO)C=C(C=C1)I (2-hydroxy-5-iodobenzyl alcohol), solid. Yield: 90.1%. RXN SMILES: [I:1][C:2]1[CH:10]=[C:6]([C:7](O)=[O:8])[C:5]([OH:11])=[CH:4][CH:3]=1.B.CSC.Cl>O1CCCC1>[OH:11][C:5]1[CH:4]=[CH:3][C:2]([I:1])=[CH:10][C:6]=1[CH2:7][OH:8] |f:1.2|. Reported procedure: A solution of 5-iodosalicylic acid (25.0 g, 94.6 mmol) in tetrahydrofuran (500 mL) was cooled to 0° C. With vigorous mixing, borane-methyl sulfide complex (15.1 ml of M solution, 151.0 mmol) was added drop-wise over 0.25 hours. The solution was warmed to room temperature and then heated at reflux for 4 h. A white precipitate formed during the reflux. The solution was cooled to room temperature and 10% aqueous hydrochloric acid (100 mL) was added over 15 min and the solution stirred at room tempe...